Dataset: the Open Reaction Database (ORD), a public repository of structured organic reaction records. Task: describe an organic reaction: reactants, conditions, products, and yield Reactants: C(C)(C)(C)C1=CC(=C(C=N1)C=1N([C@]([C@](N1)(C)C1=CC=C(C=C1)Cl)(C)C1=CC=C(C=C1)Cl)C(=O)N1CCC(CC1)CC(=O)O)OCC ({1-[(4S,5R)-2-(6-tert-butyl-4-ethoxy-pyridin-3-yl)-4,5-bis-(4-chloro-phenyl)-4,5-dimethyl-4,5-dihydro-imidazole-1-carbonyl]-piperidin-4-yl}-acetic acid), CC1=C(N)C=C(C=C1)C (2,5-dimethylaniline). The product is C(C)(C)(C)C1=CC(=C(C=N1)C=1N([C@]([C@](N1)(C)C1=CC=C(C=C1)Cl)(C)C1=CC=C(C=C1)Cl)C(=O)N1CCC(CC1)CC(=O)NC1=C(C=CC(=C1)C)C)OCC (2-{1-[(4S,5R)-2-(6-tert-Butyl-4-ethoxy-pyridin-3-yl)-4,5-bis-(4-chloro-phenyl)-4,5-dimethyl-4,5-dihydro-imidazole-1-carbonyl]-piperidin-4-yl}-N-(2,5-dimethyl-phenyl)-acetamide). Reaction SMILES: [C:1]([C:5]1[N:10]=[CH:9][C:8]([C:11]2[N:12]([C:32]([N:34]3[CH2:39][CH2:38][CH:37]([CH2:40][C:41](O)=[O:42])[CH2:36][CH2:35]3)=[O:33])[C@@:13]([C:25]3[CH:30]=[CH:29][C:28]([Cl:31])=[CH:27][CH:26]=3)([CH3:24])[C@@:14]([C:17]3[CH:22]=[CH:21][C:20]([Cl:23])=[CH:19][CH:18]=3)([CH3:16])[N:15]=2)=[C:7]([O:44][CH2:45][CH3:46])[CH:6]=1)([CH3:4])([CH3:3])[CH3:2].[CH3:47][C:48]1[CH:54]=[CH:53][C:52]([CH3:55])=[CH:51][C:49]=1[NH2:50]>>[C:1]([C:5]1[N:10]=[CH:9][C:8]([C:11]2[N:12]([C:32]([N:34]3[CH2:39][CH2:38][CH:37]([CH2:40][C:41]([NH:50][C:49]4[CH:51]=[C:52]([CH3:55])[CH:53]=[CH:54][C:48]=4[CH3:47])=[O:42])[CH2:36][CH2:35]3)=[O:33])[C@@:13]([C:25]3[CH:30]=[CH:29][C:28]([Cl:31])=[CH:27][CH:26]=3)([CH3:24])[C@@:14]([C:17]3[CH:22]=[CH:21][C:20]([Cl:23])=[CH:19][CH:18]=3)([CH3:16])[N:15]=2)=[C:7]([O:44][CH2:45][CH3:46])[CH:6]=1)([CH3:2])([CH3:3])[CH3:4]. Reported procedure: In a manner analogous to the method described in example 163, {1-[(4S,5R)-2-(6-tert-butyl-4-ethoxy-pyridin-3-yl)-4,5-bis-(4-chloro-phenyl)-4,5-dimethyl-4,5-dihydro-imidazole-1-carbonyl]-piperidin-4-yl}-acetic acid was reacted with 2,5-dimethylaniline (Aldrich) to give the title product. LC-MS (ES+) 768 [(M+H)+]. Starting materials: [Cl-].COC[P+](C1=CC=CC=C1)(C1=CC=CC=C1)C1=CC=CC=C1 ((methoxymethyl)triphenylphosphonium chloride), CC(C)(C)[O-].[K+] (t-BuOK), BrC=1C(=NC=C(C=O)C1)OC (5-bromo-6-methoxynicotinaldehyde). Run in C1CCOC1 (THF), C1CCOC1 (THF). Reaction conditions: temperature 0 celsius, time 30 minute. Product: BrC=1C(=NC=C(C1)\C=C\OC)OC ((E)-3-bromo-2-methoxy-5-(2-methoxyvinyl)pyridine). Yield: 84.8%. As a reaction SMILES: [Cl-].[CH3:2][O:3][CH2:4][P+](C1C=CC=CC=1)(C1C=CC=CC=1)C1C=CC=CC=1.CC([O-])(C)C.[K+].[Br:30][C:31]1[C:32]([O:39][CH3:40])=[N:33][CH:34]=[C:35]([CH:38]=1)[CH:36]=O>C1COCC1>[Br:30][C:31]1[C:32]([O:39][CH3:40])=[N:33][CH:34]=[C:35](/[CH:36]=[CH:2]/[O:3][CH3:4])[CH:38]=1 |f:0.1,2.3|. Procedure: A solution of (methoxymethyl)triphenylphosphonium chloride (737 mg, 2.15 mmol) in THF (10 mL) at −78° C. was added t-BuOK (1 M in THF, 2.15 mL, 2.15 mmol) and stirred at 0° C. for 30 mins, then added dropwisely a solution of 5-bromo-6-methoxynicotinaldehyde (310 mg, 1.435 mmol) in THF (6 mL) at 0° C. via cannulation. The mixture was stirred and gradually warmed to rt overnight. The mixture was concentrated and the residue was purified via a flash column using 50% ethyl acetate in hexanes as an e... The reactants are BrC(Br)(Br)Br, ClCCl, OCc1cc(C(F)(F)F)ccc1I, c1ccc(P(c2ccccc2)c2ccccc2)cc1. Product: FC(F)(F)c1ccc(I)c(CBr)c1. As a reaction SMILES: [C:1]([Br:2])([Br:3])([Br:4])[Br:5].[Cl:38][CH2:39][Cl:40].[I:25][c:26]1[c:27]([CH2:36][OH:37])[cH:28][c:29]([C:32]([F:33])([F:34])[F:35])[cH:30][cH:31]1.[c:6]1([P:7]([c:8]2[cH:9][cH:10][cH:11][cH:12][cH:13]2)[c:14]2[cH:15][cH:16][cH:17][cH:18][cH:19]2)[cH:20][cH:21][cH:22][cH:23][cH:24]1>>[CH2:1]([Br:5])[c:27]1[c:26]([I:25])[cH:31][cH:30][c:29]([C:32]([F:33])([F:34])[F:35])[cH:28]1. Reactants: Cc1ccccc1, COc1ccc(Cl)cc1C1(F)C(=O)Nc2cc(C(F)(F)F)ccc21, O=C(Cl)Cl, ClCCl, c1ccncc1. Yields the product COc1ccc(Cl)cc1C1(F)C(=O)N(C(=O)Cl)c2cc(C(F)(F)F)ccc21. As a reaction SMILES: [CH3:35][c:36]1[cH:37][cH:38][cH:39][cH:40][cH:41]1.[Cl:1][c:2]1[cH:3][cH:4][c:5]([O:23][CH3:24])[c:6]([C:8]2([F:22])[C:9](=[O:21])[NH:10][c:11]3[cH:12][c:13]([C:17]([F:18])([F:19])[F:20])[cH:14][cH:15][c:16]32)[cH:7]1.[Cl:31][C:32]([Cl:33])=[O:34].[Cl:42][CH2:43][Cl:44].[cH:25]1[cH:26][cH:27][n:28][cH:29][cH:30]1>>[Cl:1][c:2]1[cH:3][cH:4][c:5]([O:23][CH3:24])[c:6]([C:8]2([F:22])[C:9](=[O:21])[N:10]([C:32]([Cl:31])=[O:34])[c:11]3[cH:12][c:13]([C:17]([F:18])([F:19])[F:20])[cH:14][cH:15][c:16]32)[cH:7]1. The reactants are O=N[O-], Nc1ccc(OC(F)(F)C(F)F)cn1, [Na+], O, O=S(=O)(O)O. Product: Oc1ccc(OC(F)(F)C(F)F)cn1. As a reaction SMILES: [N:1]([O-:2])=[O:3].[NH2:5][c:6]1[n:7][cH:8][c:9]([O:12][C:13]([CH:14]([F:15])[F:16])([F:17])[F:18])[cH:10][cH:11]1.[Na+:4].[OH2:24].[S:19]([OH:20])(=[O:21])(=[O:22])[OH:23]>>[c:6]1([OH:20])[n:7][cH:8][c:9]([O:12][C:13]([CH:14]([F:15])[F:16])([F:17])[F:18])[cH:10][cH:11]1. The reactants are CN1N=C(C(=C1)C=O)C=1OC(=CC1)[N+](=O)[O-] (1-methyl-3-(5-nitro-2-furyl)pyrazole-4-carboxaldehyde), Cl.Cl.N(N)C=1C=NC2=CC=CC=C2C1 (3-hydrazinoquinoline dihydrochloride), C(C)(=O)[O-].[Na+] (sodium acetate). Solvent: C(C)O (ethanol). Reaction conditions: time 8 hour. The product is N1=CC(=CC2=CC=CC=C12)NN=CC=1C(=NN(C1)C)C=1OC(=CC1)[N+](=O)[O-] (1-methyl-3-(5-nitro-2-furyl)pyrazole-4-carboxaldehyde-3-quinolylhydrazone). Isolated yield 86.0%. RXN SMILES: [CH3:1][N:2]1[CH:6]=[C:5]([CH:7]=O)[C:4]([C:9]2[O:10][C:11]([N+:14]([O-:16])=[O:15])=[CH:12][CH:13]=2)=[N:3]1.Cl.Cl.[NH:19]([C:21]1[CH:22]=[N:23][C:24]2[C:29]([CH:30]=1)=[CH:28][CH:27]=[CH:26][CH:25]=2)[NH2:20].C([O-])(=O)C.[Na+]>C(O)C>[N:23]1[C:24]2[C:29](=[CH:28][CH:27]=[CH:26][CH:25]=2)[CH:30]=[C:21]([NH:19][N:20]=[CH:7][C:5]2[C:4]([C:9]3[O:10][C:11]([N+:14]([O-:16])=[O:15])=[CH:12][CH:13]=3)=[N:3][N:2]([CH3:1])[CH:6]=2)[CH:22]=1 |f:1.2.3,4.5|. Procedure details: Heat 2.0 g of 1-methyl-3-(5-nitro-2-furyl)pyrazole-4-carboxaldehyde together with 2.5 g of 3-hydrazinoquinoline dihydrochloride and 1.8 g of anhydrous sodium acetate in 40 ml of ethanol for 3 hours at boiling point and then allow the resulting admixture to stand overnight. Separate the formed precipitate by filtration and stir it up with a little water to obtain an 86% yield of 1-methyl-3-(5-nitro-2-furyl)pyrazole-4-carboxaldehyde-3-quinolylhydrazone [m.p. 236° to 238° C (with decomposition)]. Reactants: C(C)(C)(C)C1=CC(=C(C=N1)C=1N([C@]([C@](N1)(C)C1=CC=C(C=C1)Cl)(C)C1=CC=C(C=C1)Cl)C(=O)Cl)OCC ((4S,5R)-2-(6-tert-butyl-4-ethoxy-pyridin-3-yl)-4,5-bis-(4-chloro-phenyl)-4,5-dimethyl-4,5-dihydro-imidazole-1-carbonyl chloride), N1(CCNCC1)C(CN1N=NN=C1)=O (1-piperazin-1-yl-2-tetrazol-1-yl-ethanone). Yields the product C(C)(C)(C)C1=CC(=C(C=N1)C=1N([C@]([C@](N1)(C)C1=CC=C(C=C1)Cl)(C)C1=CC=C(C=C1)Cl)C(=O)N1CCN(CC1)C(CN1N=NN=C1)=O)OCC (1-{4-[(4S,5R)-2-(6-tert-Butyl-4-ethoxy-pyridin-3-yl)-4,5-bis-(4-chloro-phenyl)-4,5-dimethyl-4,5-dihydro-imidazole-1-carbonyl]-piperazin-1-yl}-2-tetrazol-1-yl-ethanone). As a reaction SMILES: [C:1]([C:5]1[N:10]=[CH:9][C:8]([C:11]2[N:12]([C:32](Cl)=[O:33])[C@@:13]([C:25]3[CH:30]=[CH:29][C:28]([Cl:31])=[CH:27][CH:26]=3)([CH3:24])[C@@:14]([C:17]3[CH:22]=[CH:21][C:20]([Cl:23])=[CH:19][CH:18]=3)([CH3:16])[N:15]=2)=[C:7]([O:35][CH2:36][CH3:37])[CH:6]=1)([CH3:4])([CH3:3])[CH3:2].[N:38]1([C:44](=[O:51])[CH2:45][N:46]2[CH:50]=[N:49][N:48]=[N:47]2)[CH2:43][CH2:42][NH:41][CH2:40][CH2:39]1>>[C:1]([C:5]1[N:10]=[CH:9][C:8]([C:11]2[N:12]([C:32]([N:41]3[CH2:40][CH2:39][N:38]([C:44](=[O:51])[CH2:45][N:46]4[CH:50]=[N:49][N:48]=[N:47]4)[CH2:43][CH2:42]3)=[O:33])[C@@:13]([C:25]3[CH:26]=[CH:27][C:28]([Cl:31])=[CH:29][CH:30]=3)([CH3:24])[C@@:14]([C:17]3[CH:18]=[CH:19][C:20]([Cl:23])=[CH:21][CH:22]=3)([CH3:16])[N:15]=2)=[C:7]([O:35][CH2:36][CH3:37])[CH:6]=1)([CH3:2])([CH3:3])[CH3:4]. Reported procedure: In a manner analogous to the method described in examples 8, (4S,5R)-2-(6-tert-butyl-4-ethoxy-pyridin-3-yl)-4,5-bis-(4-chloro-phenyl)-4,5-dimethyl-4,5-dihydro-imidazole-1-carbonyl chloride (example 51) was coupled with 1-piperazin-1-yl-2-tetrazol-1-yl-ethanone (Enamine) to give the title compound. HR-MS (ES, m/z) calculated for C36H41Cl2N9O3 [(M+H)+] 718.2782, observed 718.2788. Starting materials: C[C@H]1OC(C2=CC=C(C=C2C1)[C@H]1N(C[C@H]2N(C1)CCN(C2)C(=O)OCC2=CC=CC=C2)C(=O)OC(C)(C)C)=O ((3R,9aS)-8-benzyl 2-tert-butyl 3-((R)-3-methyl-1-oxoisochroman-6-yl)tetrahydro-1H-pyrazino[1,2-a]pyrazine-2,8(9H,9aH)-dicarboxylate). Reagents/catalysts: [Pd] (palladium on carbon). Solvent: CO (methanol). Conditions: time 8 hour. The product is C[C@H]1OC(C2=CC=C(C=C2C1)[C@H]1N(C[C@H]2N(C1)CCNC2)C(=O)OC(C)(C)C)=O ((3R,9aS)-tert-butyl 3-((R)-3-methyl-1-oxoisochroman-6-yl)hexahydro-1H-pyrazino[1,2-a]pyrazine-2(6H)-carboxylate). As a reaction SMILES: [CH3:1][C@@H:2]1[CH2:11][C:10]2[C:5](=[CH:6][CH:7]=[C:8]([C@@H:12]3[CH2:17][N:16]4[CH2:18][CH2:19][N:20](C(OCC5C=CC=CC=5)=O)[CH2:21][C@H:15]4[CH2:14][N:13]3[C:32]([O:34][C:35]([CH3:38])([CH3:37])[CH3:36])=[O:33])[CH:9]=2)[C:4](=[O:39])[O:3]1>CO.[Pd]>[CH3:1][C@@H:2]1[CH2:11][C:10]2[C:5](=[CH:6][CH:7]=[C:8]([C@@H:12]3[CH2:17][N:16]4[CH2:18][CH2:19][NH:20][CH2:21][C@H:15]4[CH2:14][N:13]3[C:32]([O:34][C:35]([CH3:38])([CH3:37])[CH3:36])=[O:33])[CH:9]=2)[C:4](=[O:39])[O:3]1. Procedure details: To the solution of (3R,9aS)-8-benzyl 2-tert-butyl 3-((R)-3-methyl-1-oxoisochroman-6-yl)tetrahydro-1H-pyrazino[1,2-a]pyrazine-2,8(9H,9aH)-dicarboxylate (0.590 g, 1.10 mmol) in methanol (20 mL) was added palladium on carbon (10%, 0.117 g, 0.110 mmol) and the mixture was subjected to hydrogenation at rt overnight. After filtration the filtrate was concentrated to give the title compound. The reactants are COC=1C=C2C=CC(=CC2=CC1)C(C(=O)O)(C)C1=CC=CC2=CC=CC=C12 (6-methoxy-2-naphthyl-α-naphthyl-α-methylacetic acid), C=C[C@H]1CN2CC[C@H]1C[C@H]2[C@@H](C=3C=CN=C4C3C=CC=C4)O (cinchonidine). Solvent: CO (methanol). Run at time 2 hour. Product: COC=1C=C2C=CC(=CC2=CC1)C(C(=O)O)C (6-methoxy-2-naphthyl-α-methylacetic acid). RXN SMILES: [CH3:1][O:2][C:3]1[CH:4]=[C:5]2[C:10](=[CH:11][CH:12]=1)[CH:9]=[C:8]([C:13](C1C3C(=CC=CC=3)C=CC=1)([CH3:17])[C:14]([OH:16])=[O:15])[CH:7]=[CH:6]2.C=C[C@@H]1[C@@H]2C[C@@H]([C@H](O)C3C=CN=C4C=CC=CC=34)N(CC2)C1>CO>[CH3:1][O:2][C:3]1[CH:4]=[C:5]2[C:10](=[CH:11][CH:12]=1)[CH:9]=[C:8]([CH:13]([CH3:17])[C:14]([OH:16])=[O:15])[CH:7]=[CH:6]2. Procedure: A mixture of 2.3 g. of 6-methoxy-2-naphthyl-α-naphthyl-α-methylacetic acid, 2.9 g. of cinchonidine, and 50 ml. of methanol is stirred for two hours; the mixture is then allowed to stand until crystallization is complete. The crystals are filtered off and washed with methanol. The crystals are recrystallized from methanol, filtered, washed, and dried. The pure crystals are added to 60 ml. of 0.2N hydrochloric acid. The resulting mixture is stirred for two hours and then extracted with diethyl eth... The reactants are ClC1=NC2=CC=CC=C2C(=N1)NC1=CC=C(C=C1)C ((2-chloro-quinazolin-4-yl)-p-tolyl-amine), C(CO)O.COC.O (ethylene-glycol dimethyl-ether water), COC=1C=C(C=C(C1OC)OC)B(O)O (3,4,5-trimethoxyphenylboronic acid), C([O-])(O)=O.[Na+] (sodium bicarbonate). The product is C1(=CC=C(C=C1)NC1=NC(=NC2=CC=CC=C12)C1=CC(=C(C(=C1)OC)OC)OC)C (p-tolyl-[2-(3,4,5-trimethoxy-phenyl)-quinazolin-4-yl]-amine). RXN SMILES: Cl[C:2]1[N:11]=[C:10]([NH:12][C:13]2[CH:18]=[CH:17][C:16]([CH3:19])=[CH:15][CH:14]=2)[C:9]2[C:4](=[CH:5][CH:6]=[CH:7][CH:8]=2)[N:3]=1.C(O)CO.COC.O.[CH3:28][O:29][C:30]1[CH:31]=[C:32](B(O)O)[CH:33]=[C:34]([O:38][CH3:39])[C:35]=1[O:36][CH3:37].C(=O)(O)[O-].[Na+]>>[C:16]1([CH3:19])[CH:17]=[CH:18][C:13]([NH:12][C:10]2[C:9]3[C:4](=[CH:5][CH:6]=[CH:7][CH:8]=3)[N:3]=[C:2]([C:32]3[CH:33]=[C:34]([O:38][CH3:39])[C:35]([O:36][CH3:37])=[C:30]([O:29][CH3:28])[CH:31]=3)[N:11]=2)=[CH:14][CH:15]=1 |f:1.2.3,5.6|. Reported procedure: A mixture of (2-chloro-quinazolin-4-yl)-p-tolyl-amine, 3.76 g, 0.014 mol), ethylene-glycol-dimethyl-ether/water (1 l/120 ml), 3,4,5-trimethoxyphenylboronic acid (2.714 g, 0.014 mol) and sodium bicarbonate (3.6 g) was degassed with argon for 15 minutes. Pd(dppf)Cl2 (0.84 g) was added, and the mixture was heated to reflux overnight. After cooling to room temperature CH2Cl2 (1 l) and H2O (500 ml) were added. The organic and aqueous layers were separated, the aqueous layer was extracted with CH2Cl2 ...